This data is from the Open Reaction Database (ORD), a public repository of structured organic reaction records. The task is: describe an organic reaction: reactants, conditions, products, and yield Reactants: C(C)OC(=O)C=1N(C2=CC(=CC=C2C1)C(F)(F)F)N(CC1=CC=C(C=C1)F)C(CC(=O)OCC)=O (1-[(2-ethoxycarbonyl-acetyl)-(4-fluoro-benzyl)-amino]-6-trifluoromethyl-1H-indole-2-carboxylic acid ethyl ester), C[O-].[Na+].CO (NaOMe MeOH). Product: COC(=O)C1=C(C2=CC3=CC=C(C=C3N2N(C1=O)CC1=CC=C(C=C1)F)C(F)(F)F)O (4-(4-Fluoro-benzyl)-1-hydroxy-3-oxo-6-trifluoromethyl-3,4-dihydro-4,4a-diaza-fluorene-2-carboxylic acid methyl ester). Yield: 22.3%. RXN SMILES: C([O:3][C:4]([C:6]1[N:7]([N:19]([C:28](=[O:35])[CH2:29][C:30]([O:32][CH2:33]C)=[O:31])[CH2:20][C:21]2[CH:26]=[CH:25][C:24]([F:27])=[CH:23][CH:22]=2)[C:8]2[C:13]([CH:14]=1)=[CH:12][CH:11]=[C:10]([C:15]([F:18])([F:17])[F:16])[CH:9]=2)=O)C.C[O-].[Na+].CO>>[CH3:33][O:32][C:30]([C:29]1[C:28](=[O:35])[N:19]([CH2:20][C:21]2[CH:26]=[CH:25][C:24]([F:27])=[CH:23][CH:22]=2)[N:7]2[C:6](=[CH:14][C:13]3[C:8]2=[CH:9][C:10]([C:15]([F:18])([F:17])[F:16])=[CH:11][CH:12]=3)[C:4]=1[OH:3])=[O:31] |f:1.2.3|. Procedure details: A mixture of 1-[(2-ethoxycarbonyl-acetyl)-(4-fluoro-benzyl)-amino]-6-trifluoromethyl-1H-indole-2-carboxylic acid ethyl ester (160 mg, 0.32 mmol) in 0.5 N NaOMe/MeOH solution (2.5 mL, 1.25 mmol) was refluxed overnight. After cooled, the mixture was concentrated, and the residue was dissolved in water (80 mL), acidified to pH=3-4 using 1 N HCl solution, extracted with EtOAc (2 times). Combined organic layers were washed with brine, dried over MgSO4, filtered and concentrated. Crude product was pur... Reactants: C[C@@H]1C(NCC(N1)(C)C)=O (3(R),5,5-Trimethylpiperazin-2-one), [H-].[Al+3].[Li+].[H-].[H-].[H-] (lithium aluminum hydride). Solvent: C1CCOC1 (THF). Run at time 1 hour. Yields the product CC1(N[C@@H](CNC1)C)C (2,2,6(R)-Trimethylpiperazine). RXN SMILES: [CH3:1][C@H:2]1[NH:7][C:6]([CH3:9])([CH3:8])[CH2:5][NH:4][C:3]1=O.[H-].[Al+3].[Li+].[H-].[H-].[H-]>C1COCC1>[CH3:8][C:6]1([CH3:9])[CH2:5][NH:4][CH2:3][C@@H:2]([CH3:1])[NH:7]1 |f:1.2.3.4.5.6|. Procedure: 3(R),5,5-Trimethylpiperazin-2-one (XXX, Step III, 0.91 g) is added portionwise to a mixture of lithium aluminum hydride (0.45 g) in THF (40 ml). The reaction is allowed to stir at 20-25° for 1 hr and at reflux for an additional 2 hr. After cooling to 20-25° the reaction is quenched by the successive addition of water (0.5 ml), sodium hydroxide (15%, 0.5 ml) and water (1.5 ml). After stirring for 0.5 hr the solids are filtered off and the filtrate is dried over magnesium sulfate. The mixture is f...